From a dataset of the Open Reaction Database (ORD), a public repository of structured organic reaction records. describe an organic reaction: reactants, conditions, products, and yield Reactants: Cc1nc(-c2ccc(Cl)cc2Cl)c(C)nc1Br, CCc1cnc(CC)c(NC2c3ccccc3CC2O)n1, Nc1nccc2ccccc12. Yields the product Cc1nc(-c2ccc(Cl)cc2Cl)c(C)nc1Nc1nccc2ccccc12. As a reaction SMILES: [Br:22][c:23]1[n:24][c:25]([CH3:38])[c:26](-[c:30]2[c:31]([Cl:37])[cH:32][c:33]([Cl:36])[cH:34][cH:35]2)[n:27][c:28]1[CH3:29].[CH2:1]([c:2]1[c:3]([NH:4][CH:5]2[c:6]3[c:7]([cH:8][cH:9][cH:10][cH:11]3)[CH2:12][CH:13]2[OH:14])[n:15][c:16]([CH2:17][CH3:18])[cH:19][n:20]1)[CH3:21].[c:39]1([NH2:49])[n:40][cH:41][cH:42][c:43]2[cH:44][cH:45][cH:46][cH:47][c:48]12>>[c:23]1([NH:49][c:39]2[n:40][cH:41][cH:42][c:43]3[cH:44][cH:45][cH:46][cH:47][c:48]23)[n:24][c:25]([CH3:38])[c:26](-[c:30]2[c:31]([Cl:37])[cH:32][c:33]([Cl:36])[cH:34][cH:35]2)[n:27][c:28]1[CH3:29].